From a dataset of the Open Reaction Database (ORD), a public repository of structured organic reaction records. describe an organic reaction: reactants, conditions, products, and yield Starting materials: Cl.N1CCC(CC1)NC(=O)C1=C(NC2=C1N=CN=C2C2=C(C=CC(=C2)F)OCC2CC2)C (4-(2-cyclopropylmethoxy-5-fluoro-phenyl)-6-methyl-5H-pyrrolo[3,2-d]pyrimidine-7-carboxylic acid piperidin-4-ylamide hydrochloride), C(CC)(=O)Cl (propionyl chloride). The product is C1(CC1)COC1=C(C=C(C=C1)F)C=1C2=C(N=CN1)C(=C(N2)C)C(=O)NC2CCN(CC2)C(CC)=O (4-[2-(cyclopropylmethoxy)-5-fluorophenyl]-6-methyl-N-(1-propionylpiperidin-4-yl)-5H-pyrrolo[3,2-d]pyrimidine-7-carboxamide). Reaction SMILES: Cl.[NH:2]1[CH2:7][CH2:6][CH:5]([NH:8][C:9]([C:11]2[C:15]3[N:16]=[CH:17][N:18]=[C:19]([C:20]4[CH:25]=[C:24]([F:26])[CH:23]=[CH:22][C:21]=4[O:27][CH2:28][CH:29]4[CH2:31][CH2:30]4)[C:14]=3[NH:13][C:12]=2[CH3:32])=[O:10])[CH2:4][CH2:3]1.[C:33](Cl)(=[O:36])[CH2:34][CH3:35]>>[CH:29]1([CH2:28][O:27][C:21]2[CH:22]=[CH:23][C:24]([F:26])=[CH:25][C:20]=2[C:19]2[C:14]3[NH:13][C:12]([CH3:32])=[C:11]([C:9]([NH:8][CH:5]4[CH2:4][CH2:3][N:2]([C:33](=[O:36])[CH2:34][CH3:35])[CH2:7][CH2:6]4)=[O:10])[C:15]=3[N:16]=[CH:17][N:18]=2)[CH2:30][CH2:31]1 |f:0.1|. Procedure: Starting from 4-(2-cyclopropylmethoxy-5-fluoro-phenyl)-6-methyl-5H-pyrrolo[3,2-d]pyrimidine-7-carboxylic acid piperidin-4-ylamide hydrochloride (example D.f12) and commercially propionyl chloride the title compound is obtained as colorless solid. The reactants are CC(=O)OCCOCCOCCCl, CC(C)=O, [I-], [Na+]. The product is CC(=O)OCCOCCOCCI. RXN SMILES: [C:1]([CH3:2])(=[O:3])[O:4][CH2:5][CH2:6][O:7][CH2:8][CH2:9][O:10][CH2:11][CH2:12][Cl:13].[CH3:16][C:17](=[O:18])[CH3:19].[I-:15].[Na+:14]>>[C:1]([CH3:2])(=[O:3])[O:4][CH2:5][CH2:6][O:7][CH2:8][CH2:9][O:10][CH2:11][CH2:12][I:15]. Reactants: C1CNCCN1, COc1c(Cl)nc(C#N)nc1Nc1ccc(Cl)cc1, C1CCOC1. Yields the product COc1c(Nc2ccc(Cl)cc2)nc(C#N)nc1N1CCNCC1. Reaction SMILES: [CH2:20]1[CH2:21][NH:22][CH2:23][CH2:24][NH:25]1.[Cl:1][c:2]1[n:3][c:4]([C:18]#[N:19])[n:5][c:6]([NH:10][c:11]2[cH:12][cH:13][c:14]([Cl:17])[cH:15][cH:16]2)[c:7]1[O:8][CH3:9].[O:26]1[CH2:27][CH2:28][CH2:29][CH2:30]1>>[c:2]1([N:22]2[CH2:21][CH2:20][NH:25][CH2:24][CH2:23]2)[n:3][c:4]([C:18]#[N:19])[n:5][c:6]([NH:10][c:11]2[cH:12][cH:13][c:14]([Cl:17])[cH:15][cH:16]2)[c:7]1[O:8][CH3:9]. Reactants: Clc1nccc(-c2ccc(Cc3ccccc3)s2)n1, CO, CCN(C(C)C)C(C)C, CC(C)O, CC1(C)C(=O)NC(=O)N1CCN. The product is CC1(C)C(=O)NC(=O)N1CCNc1nccc(-c2ccc(Cc3ccccc3)s2)n1. Reaction SMILES: [CH2:24]([c:25]1[cH:26][cH:27][cH:28][cH:29][cH:30]1)[c:31]1[cH:32][cH:33][c:34](-[c:36]2[n:37][c:38]([Cl:42])[n:39][cH:40][cH:41]2)[s:35]1.[CH3:13][OH:14].[CH:15]([N:16]([CH2:17][CH3:18])[CH:19]([CH3:20])[CH3:21])([CH3:22])[CH3:23].[CH:43]([OH:44])([CH3:45])[CH3:46].[NH2:1][CH2:2][CH2:3][N:4]1[C:5](=[O:12])[NH:6][C:7](=[O:11])[C:8]1([CH3:9])[CH3:10]>>[NH:1]([CH2:2][CH2:3][N:4]1[C:5](=[O:12])[NH:6][C:7](=[O:11])[C:8]1([CH3:9])[CH3:10])[c:38]1[n:37][c:36](-[c:34]2[cH:33][cH:32][c:31]([CH2:24][c:25]3[cH:26][cH:27][cH:28][cH:29][cH:30]3)[s:35]2)[cH:41][cH:40][n:39]1. Starting materials: FC(S(=O)(=O)OC1=CC(=C2C(CC3(CCC3)OC2=C1)=O)O)(F)F (5-Hydroxy-4-oxo-3,4-dihydrospiro[chromen-2,1′-cyclobutan]-7-yl trifluoromethanesulfonate), [Cl-].[NH4+] (ammonium chloride), [Cl-].[Li+] (lithium chloride), C(C)(C)[Zn]C(C)C (diisopropylzinc). Reagents/catalysts: C1=CC=C(C=C1)P([C-]2C=CC=C2)C3=CC=CC=C3.C1=CC=C(C=C1)P([C-]2C=CC=C2)C3=CC=CC=C3.Cl[Pd]Cl.[Fe+2] ([1,1′-bis(diphenylphosphino)ferrocene]dichloropalladium(II)). Solvent: O (water), Cl (hydrochloric acid), C(C)(=O)OCC (ethyl acetate), CN(C=O)C (dimethylformamide). Reaction conditions: temperature 0 celsius, time 4 hour. Yields the product OC1=C2C(CC3(CCC3)OC2=CC(=C1)C(C)C)=O (5-Hydroxy-7-isopropylspiro[chromen-2,1′-cyclobutan]-4(3H)-one). Reaction SMILES: FC(F)(F)S(O[C:7]1[CH:19]=[C:18]2[C:10]([C:11](=[O:20])[CH2:12][C:13]3([O:17]2)[CH2:16][CH2:15][CH2:14]3)=[C:9]([OH:21])[CH:8]=1)(=O)=O.[Cl-].[Li+].[CH:26]([Zn]C(C)C)([CH3:28])[CH3:27].[Cl-].[NH4+]>O.Cl.C(OCC)(=O)C.C1C=CC(P(C2C=CC=CC=2)[C-]2C=CC=C2)=CC=1.C1C=CC(P(C2C=CC=CC=2)[C-]2C=CC=C2)=CC=1.Cl[Pd]Cl.[Fe+2].CN(C)C=O>[OH:21][C:9]1[CH:8]=[C:7]([CH:26]([CH3:28])[CH3:27])[CH:19]=[C:18]2[C:10]=1[C:11](=[O:20])[CH2:12][C:13]1([O:17]2)[CH2:16][CH2:15][CH2:14]1 |f:1.2,4.5,9.10.11.12|. Procedure details: Under argon, 16 g (45.42 mmol) of 5-hydroxy-4-oxo-3,4-dihydrospiro[chromen-2,1′-cyclobutan]-7-yl trifluoromethanesulfonate (Example 44A), 3.71 g (4.54 mmol) of [1,1′-bis(diphenylphosphino)ferrocene]dichloropalladium(II) and 5.78 g (136.25 mmol) of lithium chloride are suspended in 400 ml of abs. dimethylformamide. The mixture is cooled to 0° C., 90.8 ml (90.8 mmol) of diisopropylzinc (1 M solution in toluene) are added and the mixture is stirred at this temperature for 4 hours. At 0° C., saturat... Reactants: C(C)(C)(C)OC(=O)N1CCC12CN(C2)C(NCCCC2=CC=CC=C2)=O (6-(3-phenyl-propylcarbamoyl)-1,6-diaza-spiro[3.3]heptane-1-carboxylic acid tert-butyl ester), ClC1=CC=C(C=C1)S(=O)(=O)Cl (4-chlorobenzene-1-sulfonyl chloride). The product is C1(=CC=CC=C1)CCCNC(=O)N1CC2(CCN2S(=O)(=O)C2=CC=C(C=C2)Cl)C1 (1-(4-Chloro-benzenesulfonyl)-1,6-diaza-spiro[3.3]heptane-6-carboxylic acid (3-phenyl-propyl)-amide). RXN SMILES: C(OC([N:8]1[C:11]2([CH2:14][N:13]([C:15](=[O:26])[NH:16][CH2:17][CH2:18][CH2:19][C:20]3[CH:25]=[CH:24][CH:23]=[CH:22][CH:21]=3)[CH2:12]2)[CH2:10][CH2:9]1)=O)(C)(C)C.[Cl:27][C:28]1[CH:33]=[CH:32][C:31]([S:34](Cl)(=[O:36])=[O:35])=[CH:30][CH:29]=1>>[C:20]1([CH2:19][CH2:18][CH2:17][NH:16][C:15]([N:13]2[CH2:12][C:11]3([N:8]([S:34]([C:31]4[CH:32]=[CH:33][C:28]([Cl:27])=[CH:29][CH:30]=4)(=[O:36])=[O:35])[CH2:9][CH2:10]3)[CH2:14]2)=[O:26])[CH:21]=[CH:22][CH:23]=[CH:24][CH:25]=1. Procedure: In analogy to the experimental procedure of example 6b) 6-(3-phenyl-propylcarbamoyl)-1,6-diaza-spiro[3.3]heptane-1-carboxylic acid tert-butyl ester instead of tert-butyl 1-(2,4-dichlorobenzylcarbamoyl)-1,6-diazaspiro[3.3]heptane-6-carboxylate was converted using 4-chlorobenzene-1-sulfonyl chloride into the title compound which was obtained as a colorless sticky solid (25 mg, 17%). MS m/e: 434 (M+H)+.